From a dataset of the Open Reaction Database (ORD), a public repository of structured organic reaction records. describe an organic reaction: reactants, conditions, products, and yield The reactants are O (water), COC=1C=C(C=CC1)CC(=O)Cl ((3-methoxy-phenyl)-acetyl chloride), COC1=CC=C(C=C1)N (4methoxy-phenylamine). The solvent is C(C)(=O)OCC (ethyl acetate), C(C)(=O)OCC (ethyl acetate). Product: COC1=CC=C(C=C1)NCCC1=CC(=CC=C1)OC ((4-methoxy-phenyl)-[2-(3-methoxy-phenyl)-ethyl]-amine). Reaction SMILES: [CH3:1][O:2][C:3]1[CH:4]=[C:5]([CH2:9][C:10](Cl)=O)[CH:6]=[CH:7][CH:8]=1.[CH3:13][O:14][C:15]1[CH:20]=[CH:19][C:18]([NH2:21])=[CH:17][CH:16]=1.O>C(OCC)(=O)C>[CH3:13][O:14][C:15]1[CH:20]=[CH:19][C:18]([NH:21][CH2:10][CH2:9][C:5]2[CH:6]=[CH:7][CH:8]=[C:3]([O:2][CH3:1])[CH:4]=2)=[CH:17][CH:16]=1. Reported procedure: A solution of (3-methoxy-phenyl)-acetyl chloride (5.0 g) in ethyl acetate (85 mL) was added to a solution of 4methoxy-phenylamine (3.33 g) in ethyl acetate (50 mL). After 18 h the reaction was poured into water (150 mL). The organic extract was dried over sodium sulfate, filtered through celite and concentrated. The resulting residue was dissolved in tetrahydrofurane (100 mL) then lithium aluminum hydride (5.2 g) was added in small portions over 30 minutes. After 18 h the reaction was slowly pou...